This data is from the Open Reaction Database (ORD), a public repository of structured organic reaction records. The task is: describe an organic reaction: reactants, conditions, products, and yield Starting materials: C1(CCCCC1)C1=CC(=C(C=C1)NC(CN(CCOC)CC1=CC=C(OC(C(=O)OC(C)(C)C)(C)C)C=C1)=O)C (1,1-Dimethylethyl 2-[4-[[[2-[(4-cyclohexyl-2-methylphenyl)amino]-2-oxoethyl](2-methoxyethyl)-amino]methyl]phenoxy]-2-methyl -propionate), ClCCl (dichloromethane), FC(C(=O)O)(F)F (trifluoroacetic acid). Conditions: time 2 hour. Product: Cl.C1(CCCCC1)C1=CC(=C(C=C1)NC(CN(CCOC)CC1=CC=C(OC(C(=O)O)(C)C)C=C1)=O)C (2-[4-[[[2-[(4-Cyclohexyl-2-methylphenyl)amino]-2-oxoethyl](2-methoxyethyl)-amino]methyl]phenoxy]-2-methyl-propionic acid hydrochloride). Reaction SMILES: [CH:1]1([C:7]2[CH:12]=[CH:11][C:10]([NH:13][C:14](=[O:39])[CH2:15][N:16]([CH2:21][C:22]3[CH:38]=[CH:37][C:25]([O:26][C:27]([CH3:36])([CH3:35])[C:28]([O:30]C(C)(C)C)=[O:29])=[CH:24][CH:23]=3)[CH2:17][CH2:18][O:19][CH3:20])=[C:9]([CH3:40])[CH:8]=2)[CH2:6][CH2:5][CH2:4][CH2:3][CH2:2]1.FC(F)(F)C(O)=O.[Cl:48]CCl>>[ClH:48].[CH:1]1([C:7]2[CH:12]=[CH:11][C:10]([NH:13][C:14](=[O:39])[CH2:15][N:16]([CH2:21][C:22]3[CH:38]=[CH:37][C:25]([O:26][C:27]([CH3:36])([CH3:35])[C:28]([OH:30])=[O:29])=[CH:24][CH:23]=3)[CH2:17][CH2:18][O:19][CH3:20])=[C:9]([CH3:40])[CH:8]=2)[CH2:2][CH2:3][CH2:4][CH2:5][CH2:6]1 |f:3.4|. Procedure: 0.398 g (0.72 mmol) of the compound from Example 3-10 is initially charged in 5 ml of dichloromethane. At room temperature, 5 ml of trifluoroacetic acid are added. The reaction mixture is stirred at room temperature for 2 hours. The mixture is then concentrated under reduced pressure using a rotary evaporator. The residue is taken up in ethyl acetate and washed with water, 20% strength sodium acetate solution, water and saturated sodium chloride solution. The organic phase is dried over magnesiu... The reactants are CC1(OC2=C(C1)C(=C(C=C2C)C)C)C (2,3-dihydro-2,2,4,5,7-pentamethylbenzofuran), COC(Cl)Cl (α,α-dichloromethyl methyl ether). The reagents and catalysts are [Cl-].[Ti+4].[Cl-].[Cl-].[Cl-] (titanium chloride). Solvent: ClCCl (dichloromethane). Run at time 45 minute. Product: CC1(OC2=C(C1)C(=C(C(=C2C)C=O)C)C)C (2,3-dihydro-2,2,4,5,7-pentamethyl-benzofuran-6-carboxaldehyde). As a reaction SMILES: [CH3:1][C:2]1([CH3:14])[CH2:6][C:5]2[C:7]([CH3:13])=[C:8]([CH3:12])[CH:9]=[C:10]([CH3:11])[C:4]=2[O:3]1.[CH3:15][O:16]C(Cl)Cl>ClCCl.[Cl-].[Ti+4].[Cl-].[Cl-].[Cl-]>[CH3:1][C:2]1([CH3:14])[CH2:6][C:5]2[C:7]([CH3:13])=[C:8]([CH3:12])[C:9]([CH:15]=[O:16])=[C:10]([CH3:11])[C:4]=2[O:3]1 |f:3.4.5.6.7|. Procedure details: To a solution of 34.5 g of the 2,3-dihydro-2,2,4,5,7-pentamethylbenzofuran in 200 ml of absolute dichloromethane was added 200 ml of titanium chloride (IV) and 18 ml of α,α-dichloromethyl methyl ether at 0° C. With stirring at room temperature for 45 minutes and refluxing for 15 minutes, the reaction mixture was quenched with 300 ml of water and the aqueous layer was extracted with dichloromethane. The combined organic extracts were dried over anhydrous magnesium sulfate, filtered and concentrat... The yield is 30.0%. RXN SMILES: [CH3:1][N:2]([CH:10]1[CH2:15][CH2:14][C:13](=O)[CH2:12][CH2:11]1)[C:3](=[O:9])[O:4][C:5]([CH3:8])([CH3:7])[CH3:6].C1(C)C(S([CH2:26][N+:27]#[C-])(=O)=O)=CC=CC=1.CC(C)([O-])C.[K+]>O1CCCC1>[CH3:1][N:2]([CH:10]1[CH2:15][CH2:14][CH:13]([C:26]#[N:27])[CH2:12][CH2:11]1)[C:3](=[O:9])[O:4][C:5]([CH3:8])([CH3:7])[CH3:6] |f:2.3|. Solvent: O1CCCC1 (tetrahydrofuran). Reported procedure: t-Butyl methyl-(4-oxocyclohexyl)carbamate (4.54 g, 20 mmol) and toluenesulphonylmethyl isocyanide (5.07 g, 26 mmol) were dissolved in dry tetrahydrofuran (100 ml) and cooled to 0° C. Potassium tert-butoxide (5.16 g, 46 mmol) was added slowly and the mixture was allowed to warm to 20° C. and stir for 3 hours. The reaction mixture was evaporated to dryness and partitioned between ethyl acetate (150 ml) and water (50 ml). The organic layer was separated, dried over magnesium sulfate and evaporated.... Reaction conditions: temperature 0 celsius, time 3 hour. Reactants: CN(C(OC(C)(C)C)=O)C1CCC(CC1)=O (t-Butyl methyl-(4-oxocyclohexyl)carbamate), C=1(C(=CC=CC1)S(=O)(=O)C[N+]#[C-])C (toluenesulphonylmethyl isocyanide), CC(C)([O-])C.[K+] (Potassium tert-butoxide). Yields the product CN(C(OC(C)(C)C)=O)C1CCC(CC1)C#N (tert-butyl methyl-(4-cyanocyclohexyl)carbamate). Starting materials: O=C1c2ccccc2C(=O)N1CCCBr, O=C([O-])[O-], CC(C)=O, [K+], [K+], c1ccc(C(c2ccccc2)N2CCCNCC2)cc1. Product: O=C1c2ccccc2C(=O)N1CCCN1CCCN(C(c2ccccc2)c2ccccc2)CC1. Reaction SMILES: [Br:21][CH2:22][CH2:23][CH2:24][N:25]1[C:26](=[O:35])[c:27]2[c:28]([cH:31][cH:32][cH:33][cH:34]2)[C:29]1=[O:30].[C:36](=[O:37])([O-:38])[O-:39].[CH3:42][C:43](=[O:44])[CH3:45].[K+:40].[K+:41].[c:1]1([CH:7]([N:8]2[CH2:9][CH2:10][NH:11][CH2:12][CH2:13][CH2:14]2)[c:15]2[cH:16][cH:17][cH:18][cH:19][cH:20]2)[cH:2][cH:3][cH:4][cH:5][cH:6]1>>[c:1]1([CH:7]([N:8]2[CH2:9][CH2:10][N:11]([CH2:22][CH2:23][CH2:24][N:25]3[C:26](=[O:35])[c:27]4[c:28]([cH:31][cH:32][cH:33][cH:34]4)[C:29]3=[O:30])[CH2:12][CH2:13][CH2:14]2)[c:15]2[cH:16][cH:17][cH:18][cH:19][cH:20]2)[cH:2][cH:3][cH:4][cH:5][cH:6]1. Starting materials: C1(CC1)COC1=CC2=CC=C(C=C2C=C1)O (2-cyclopropylmethoxy-6-hydroxynaphthalene), [H-].[Na+] (sodium hydride), CN(C=O)C (N,N-dimethylformamide). Conditions: temperature 20 celsius, time 20 minute. The product is C1(CC1)COC=1C=C2C=CC(=CC2=CC1)OC[C@@H](CCC=1C=NC=CC1)O ((2R)-1-[6-(Cyclopropylmethoxy)-2-naphthyloxy]-4-(3-pyridyl)-2-butanol). RXN SMILES: [CH:1]1([CH2:4][O:5][C:6]2[CH:15]=[CH:14][C:13]3[C:8](=[CH:9][CH:10]=[C:11]([OH:16])[CH:12]=3)[CH:7]=2)[CH2:3][CH2:2]1.[H-].[Na+].[CH3:19][N:20]([CH3:23])C=O>>[CH:1]1([CH2:4][O:5][C:6]2[CH:7]=[C:8]3[C:13](=[CH:14][CH:15]=2)[CH:12]=[C:11]([O:16][CH2:15][C@H:6]([OH:5])[CH2:7][CH2:8][C:9]2[CH:23]=[N:20][CH:19]=[CH:11][CH:10]=2)[CH:10]=[CH:9]3)[CH2:2][CH2:3]1 |f:1.2|. Reported procedure: A solution of 2-cyclopropylmethoxy-6-hydroxynaphthalene (0.270 g) in anhydrous N,N-dimethylformamide (10 ml) was added dropwise to sodium hydride (60% dispersion in mineral oil, 0.457 g) that had been previously washed with isohexane (2 ml) under a nitrogen atmosphere. After stirring at 20° C. for 20 minutes a solution of (2R)-2-(tert-butyldimethylsilyloxy)-4-(3-pyridyl)-1-(4-toluenesulfonyloxy)butane (0.46 g) in anhydrous N,N-dimethylformamide (2 ml) was added and the mixture stirred at 60° C. ...